This data is from the Open Reaction Database (ORD), a public repository of structured organic reaction records. The task is: describe an organic reaction: reactants, conditions, products, and yield Reactants: CC(C)(C)OC(=O)N1CCC(n2cc(-c3cnc(N)c(Br)c3)cn2)CC1, O=C([O-])[O-], COCCOC, Cc1c(B2OC(C)(C)C(C)(C)O2)sc2ccccc12, [K+], [K+], O. Product: Cc1c(-c2cc(-c3cnn(C4CCN(C(=O)OC(C)(C)C)CC4)c3)cnc2N)sc2ccccc12. RXN SMILES: [C:26]([CH3:27])([CH3:28])([CH3:29])[O:30][C:31](=[O:32])[N:33]1[CH2:34][CH2:35][CH:36]([n:39]2[n:40][cH:41][c:42](-[c:44]3[cH:45][n:46][c:47]([NH2:51])[c:48]([Br:50])[cH:49]3)[cH:43]2)[CH2:37][CH2:38]1.[C:52](=[O:53])([O-:54])[O-:55].[CH3:1][O:2][CH2:3][CH2:4][O:5][CH3:6].[CH3:7][C:8]1([CH3:9])[C:10]([CH3:11])([CH3:12])[O:13][B:14]([c:15]2[c:16]([CH3:24])[c:17]3[c:18]([s:19]2)[cH:20][cH:21][cH:22][cH:23]3)[O:25]1.[K+:56].[K+:57].[OH2:58]>>[c:15]1(-[c:48]2[c:47]([NH2:51])[n:46][cH:45][c:44](-[c:42]3[cH:41][n:40][n:39]([CH:36]4[CH2:35][CH2:34][N:33]([C:31]([O:30][C:26]([CH3:27])([CH3:28])[CH3:29])=[O:32])[CH2:38][CH2:37]4)[cH:43]3)[cH:49]2)[c:16]([CH3:24])[c:17]2[c:18]([s:19]1)[cH:20][cH:21][cH:22][cH:23]2. Reactants: CC(CN(C1=NC=NC(=C1[N+](=O)[O-])NC1=C(C=CC(=C1)C1=NN=CN1)C)C)(C)C (N-(2,2-dimethyl-propyl)-N-methyl-N′-[2-methyl-5-(4H-[1,2,4]triazol-3-yl)phenyl]-5-nitro-pyrimidine-4,6-diamine). Reagents/catalysts: [Pd] (Pd/C). The solvent is CO (methanol). Reaction conditions: time 1 hour. Yields the product CC(CN(C1=NC=NC(=C1N)NC1=C(C=CC(=C1)C1=NN=CN1)C)C)(C)C (N-(2,2-Dimethyl-propyl)-N-methyl-N″-[2-methyl-5-(4H-[1,2,4]triazol-3-yl)phenyl]-pyrimidine-4,5,6-triamine). The yield is 25.1%. Reaction SMILES: [CH3:1][C:2]([CH3:29])([CH3:28])[CH2:3][N:4]([CH3:27])[C:5]1[C:10]([N+:11]([O-])=O)=[C:9]([NH:14][C:15]2[CH:20]=[C:19]([C:21]3[NH:25][CH:24]=[N:23][N:22]=3)[CH:18]=[CH:17][C:16]=2[CH3:26])[N:8]=[CH:7][N:6]=1>CO.[Pd]>[CH3:1][C:2]([CH3:29])([CH3:28])[CH2:3][N:4]([CH3:27])[C:5]1[C:10]([NH2:11])=[C:9]([NH:14][C:15]2[CH:20]=[C:19]([C:21]3[NH:25][CH:24]=[N:23][N:22]=3)[CH:18]=[CH:17][C:16]=2[CH3:26])[N:8]=[CH:7][N:6]=1. Procedure: To a solution of N-(2,2-dimethyl-propyl)-N-methyl-N′-[2-methyl-5-(4H-[1,2,4]triazol-3-yl)phenyl]-5-nitro-pyrimidine-4,6-diamine (20 mg, 0.05 mmol) in 5 mL of methanol was added a catalytic amount of 10% Pd/C. The vessel was placed under a hydrogen atmosphere of 20 psi for 1 h at room temperature. The solution was filtered, and the filtrate was evaporated under vacuum to afford 4.6 mg of the product (Yield: 25%). MS (m/z) calcd for C19H26N8 (MH+), 367.2, found, 367.4. Starting materials: C(C)C1=CC=C(OC2=CC=C3C=C(C(OC3=C2C)C(F)(F)F)C(=O)O)C=C1 (7-(4-ethylphenoxy)-8-methyl-2-(trifluoromethyl)-2H-chromene-3-carboxylic acid), [OH-].[Na+] (NaOH), resultant mixture. Reported procedure: A solution of 7-(4-ethylphenoxy)-8-methyl-2-(trifluoromethyl)-2H-chromene-3-carboxylic acid 40.3 mg (0.107 mmole) in 2.0 mL of ethanol was treated with 1.057 mL of 0.1008N NaOH. The resultant mixture was lyophilized to provide a quantitative yield of a yellow solid: 1H NMR (CD3OD/400 MHz) 1.21 (t, 3H, J=7.6 Hz), 2.12 (s, 3H), 2.61 (q, 2H, J=7.6 Hz), 5.87 (q, 1H, J=7.2 Hz), 6.38 (d, 1H, J=8.0 Hz), 6.84 (d, 2H, J=8.0 Hz), 7.00 (d, 1H), J=8.0 Hz), 7.17 (d, 2H, J=8.0 Hz), 7.40 (s, 1H). Product: C(C)C1=CC=C(OC2=CC=C3C=C(C(OC3=C2C)C(F)(F)F)C(=O)[O-])C=C1.[Na+] (Sodium 7-(4-ethylphenoxy)-8-methyl-2-(trifluoromethyl)-2H-chromene-3-carboxylate). Solvent: C(C)O (ethanol). Reaction SMILES: [CH2:1]([C:3]1[CH:27]=[CH:26][C:6]([O:7][C:8]2[C:17]([CH3:18])=[C:16]3[C:11]([CH:12]=[C:13]([C:23]([OH:25])=[O:24])[CH:14]([C:19]([F:22])([F:21])[F:20])[O:15]3)=[CH:10][CH:9]=2)=[CH:5][CH:4]=1)[CH3:2].[OH-].[Na+:29]>C(O)C>[CH2:1]([C:3]1[CH:4]=[CH:5][C:6]([O:7][C:8]2[C:17]([CH3:18])=[C:16]3[C:11]([CH:12]=[C:13]([C:23]([O-:25])=[O:24])[CH:14]([C:19]([F:20])([F:22])[F:21])[O:15]3)=[CH:10][CH:9]=2)=[CH:26][CH:27]=1)[CH3:2].[Na+:29] |f:1.2,4.5|. Starting materials: CC(C)O, [Pd], CCCC(C(=O)O)=C1SCC2C1N(Cc1ccccc1)C(=O)N2C(C)c1ccccc1. Product: CCCC(C(=O)O)C1SCC2C1N(Cc1ccccc1)C(=O)N2C(C)c1ccccc1. As a reaction SMILES: [CH:32]([OH:33])([CH3:34])[CH3:35].[Pd:36].[c:1]1([CH:7]([CH3:8])[N:9]2[C:10](=[O:31])[N:11]([CH2:24][c:25]3[cH:26][cH:27][cH:28][cH:29][cH:30]3)[CH:12]3[CH:13]2[CH2:14][S:15][C:16]3=[C:17]([C:18](=[O:19])[OH:20])[CH2:21][CH2:22][CH3:23])[cH:2][cH:3][cH:4][cH:5][cH:6]1>>[c:1]1([CH:7]([CH3:8])[N:9]2[C:10](=[O:31])[N:11]([CH2:24][c:25]3[cH:26][cH:27][cH:28][cH:29][cH:30]3)[CH:12]3[CH:13]2[CH2:14][S:15][CH:16]3[CH:17]([C:18](=[O:19])[OH:20])[CH2:21][CH2:22][CH3:23])[cH:2][cH:3][cH:4][cH:5][cH:6]1. Starting materials: C1(=CC=CC=C1)C1CNC2=CC=CC=C12 (3-phenylindoline), C1=CC=CC=C1 (benzene), C(C=C)(=O)Cl (acryloylchloride). Solvent: C(C)N(CC)CC (triethylamine). Reaction conditions: time 15 minute. Yields the product C(C=C)(=O)N1CC(C2=CC=CC=C12)C1=CC=CC=C1 (N-acryloyl-3-phenylindoline). Yield: 45.0%. As a reaction SMILES: [C:1]1([CH:7]2[C:15]3[C:10](=[CH:11][CH:12]=[CH:13][CH:14]=3)[NH:9][CH2:8]2)[CH:6]=[CH:5][CH:4]=[CH:3][CH:2]=1.C1C=CC=CC=1.[C:22](Cl)(=[O:25])[CH:23]=[CH2:24]>C(N(CC)CC)C>[C:22]([N:9]1[C:10]2[C:15](=[CH:14][CH:13]=[CH:12][CH:11]=2)[CH:7]([C:1]2[CH:2]=[CH:3][CH:4]=[CH:5][CH:6]=2)[CH2:8]1)(=[O:25])[CH:23]=[CH2:24]. Procedure: A mixture comprising 4.0 g of 3-phenylindoline, 40 ml of benzene, 5 ml of triethylamine and 4.0 g of acryloylchloride was stirred at 10°-15° C. for 15 minutes. The mixture was then washed with water, the benzene solution dried and the solvent removed. 4.1 G of resin which was crystallized from ether to give 2.3 g of the desired N-acryloyl-3-phenylindoline which was found to have a melting point of 77°-8° C. Starting materials: [Cl-], CC(O)(C(=O)O)c1ccc2c(c1)[nH]c1ccc(Cl)cc12. Product: CC(C(=O)O)c1ccc2c(c1)[nH]c1ccc(Cl)cc12. Reaction SMILES: [Cl-:21].[Cl:1][c:2]1[cH:3][c:4]2[c:5]3[cH:6][cH:7][c:8]([C:15]([C:16](=[O:17])[OH:18])([CH3:19])[OH:20])[cH:9][c:10]3[nH:11][c:12]2[cH:13][cH:14]1>>[Cl:1][c:2]1[cH:3][c:4]2[c:5]3[cH:6][cH:7][c:8]([CH:15]([C:16](=[O:17])[OH:18])[CH3:19])[cH:9][c:10]3[nH:11][c:12]2[cH:13][cH:14]1. The reactants are NC=1C=C2NC(C(N(C2=CC1)CP(O)(=O)O)=O)=O (1-(6-amino-2,3-dioxo-1,2,3,4-tetrahydroquinoxalin-l-yl)methanephosphonic acid), C([O-])([O-])=O.[Na+].[Na+] (sodium carbonate), C(C)(=O)OC(C)=O (acetic anhydride). The solvent is O (water). Run at time 1 hour. Yields the product C(C)(=O)NC=1C=C2NC(C(N(C2=CC1)CP(O)(=O)O)=O)=O (1-(6-acetylamino-2,3-dioxo-1,2,3,4-tetrahydroquinoxalin-1-yl)methanephosphonic acid). Reaction SMILES: [NH2:1][C:2]1[CH:3]=[C:4]2[C:9](=[CH:10][CH:11]=1)[N:8]([CH2:12][P:13]([OH:16])(=[O:15])[OH:14])[C:7](=[O:17])[C:6](=[O:18])[NH:5]2.C(=O)([O-])[O-].[Na+].[Na+].[C:25](OC(=O)C)(=[O:27])[CH3:26]>O>[C:25]([NH:1][C:2]1[CH:3]=[C:4]2[C:9](=[CH:10][CH:11]=1)[N:8]([CH2:12][P:13]([OH:16])(=[O:14])[OH:15])[C:7](=[O:17])[C:6](=[O:18])[NH:5]2)(=[O:27])[CH3:26] |f:1.2.3|. Reported procedure: 100 mg of 1-(6-amino-2,3-dioxo-1,2,3,4-tetrahydroquinoxalin-l-yl)methanephosphonic acid is adjusted in 20 ml of water to a pH of 9.5 with a saturated sodium carbonate solution and combined with 0.2 ml of acetic anhydride. After one hour of stirring, the mixture is concentrated, dissolved in a minimum amount of water, introduced into an ion exchanger (IR 120, strongly acidic), and eluted with water: The corresponding fractions are combined, concentrated, and dried, thus obtaining 110 mg of 1-(6-a...